This data is from the Open Reaction Database (ORD), a public repository of structured organic reaction records. The task is: describe an organic reaction: reactants, conditions, products, and yield The reactants are CC(C)(C)CC1NC(C(=O)Nc2ccc(C#N)cc2)C(c2cccc(Cl)c2)C12C(=O)Nc1cc(Cl)ccc12, CS(C)=O, [Na+], [OH-], OO. The product is CC(C)(C)CC1NC(C(=O)Nc2ccc(C(N)=O)cc2)C(c2cccc(Cl)c2)C12C(=O)Nc1cc(Cl)ccc12. Reaction SMILES: [C:1](#[N:2])[c:3]1[cH:4][cH:5][c:6]([NH:9][C:10](=[O:11])[CH:12]2[CH:13]([c:32]3[cH:33][c:34]([Cl:38])[cH:35][cH:36][cH:37]3)[C:14]3([C:15](=[O:24])[NH:16][c:17]4[cH:18][c:19]([Cl:23])[cH:20][cH:21][c:22]43)[CH:25]([CH2:27][C:28]([CH3:29])([CH3:30])[CH3:31])[NH:26]2)[cH:7][cH:8]1.[CH3:43][S:44]([CH3:45])=[O:46].[Na+:42].[OH-:41].[OH:39][OH:40]>>[C:1]([NH2:2])([c:3]1[cH:4][cH:5][c:6]([NH:9][C:10](=[O:11])[CH:12]2[CH:13]([c:32]3[cH:33][c:34]([Cl:38])[cH:35][cH:36][cH:37]3)[C:14]3([C:15](=[O:24])[NH:16][c:17]4[cH:18][c:19]([Cl:23])[cH:20][cH:21][c:22]43)[CH:25]([CH2:27][C:28]([CH3:29])([CH3:30])[CH3:31])[NH:26]2)[cH:7][cH:8]1)=[O:39]. The reactants are CCO, O=[N+]([O-])c1ccc(Cl)c(O)c1, [K+], [K+], O=C([O-])[O-], Cl[Sn]Cl. Product: Nc1ccc(Cl)c(O)c1. RXN SMILES: [CH3:21][CH2:22][OH:23].[Cl:1][c:2]1[c:3]([OH:11])[cH:4][c:5]([N+:8]([O-:9])=[O:10])[cH:6][cH:7]1.[K+:15].[K+:16].[O-:17][C:18]([O-:19])=[O:20].[Sn:12]([Cl:13])[Cl:14]>>[Cl:1][c:2]1[c:3]([OH:11])[cH:4][c:5]([NH2:8])[cH:6][cH:7]1. The reactants are [H-].[Na+] (Sodium hydride), ClC1=CC2=C(OC3=C([C@H]4N2CCC[C@H]4NC(C(F)(F)F)=O)C=CC=C3)C=C1 (trans-N-(7-chloro-2,3,4,14b-tetrahydro-1H-dibenzo[b,f]pyrido[1,2-d][1,4]oxazepin-1-yl)-2,2,2-trifluoroacetamide), CI (methyl iodide). Solvent: CN(C)C=O (DMF). Conditions: time 18 hour. Product: ClC1=CC2=C(OC3=C([C@H]4N2CCC[C@H]4N(C(C(F)(F)F)=O)C)C=CC=C3)C=C1 (trans-N-(7-chloro-2,3,4,14b-tetrahydro-1H-dibenzo[b,f]pyrido[1,2-d][1,4]oxazepin-1-yl)-2,2,2-trifluoro-N-methylacetamide). The yield is 85.2%. Reaction SMILES: [H-].[Na+].[Cl:3][C:4]1[CH:29]=[CH:28][C:7]2[O:8][C:9]3[CH:27]=[CH:26][CH:25]=[CH:24][C:10]=3[C@@H:11]3[C@H:16]([NH:17][C:18](=[O:23])[C:19]([F:22])([F:21])[F:20])[CH2:15][CH2:14][CH2:13][N:12]3[C:6]=2[CH:5]=1.[CH3:30]I>CN(C=O)C>[Cl:3][C:4]1[CH:29]=[CH:28][C:7]2[O:8][C:9]3[CH:27]=[CH:26][CH:25]=[CH:24][C:10]=3[C@@H:11]3[C@H:16]([N:17]([CH3:30])[C:18](=[O:23])[C:19]([F:22])([F:21])[F:20])[CH2:15][CH2:14][CH2:13][N:12]3[C:6]=2[CH:5]=1 |f:0.1|. Reported procedure: Sodium hydride (1.6 mg, 60% in oil) was added to trans-N-(7-chloro-2,3,4,14b-tetrahydro-1H-dibenzo[b,f]pyrido[1,2-d][1,4]oxazepin-1-yl)-2,2,2-trifluoroacetamide (15 mg, 0.04 mmol) in 1 mL of DMF. After 10 minutes stirring methyl iodide (2.47 μL, 0.04 mmol) was added. The resulting mixture was stirred at room temperature for 18 h. After evaporation the crude compound was purified by chromatography on silica. Elution with toluene/ethyl acetate 7:3 gave trans-N-(7-chloro-2,3,4,14b-tetrahydro-1H-dib... Starting materials: ClC=1C=CC(=C(C1)[C@@H]([C@H]1CN(CCC1)C(=O)OC(C)(C)C)OCCOS(=O)(=O)C)C ((R)-tert-butyl 3-((R)-(5-chloro-2-methylphenyl)(2-(methylsulfonyloxy)ethoxy)methyl)piperidine-1-carboxylate), [N-]=[N+]=[N-].[Na+] (NaN3). The solvent is CN(C)C=O (DMF), CCOC(=O)C (EtOAc). Run at temperature 60 celsius. The product is N(=[N+]=[N-])CCO[C@H]([C@H]1CN(CCC1)C(=O)OC(C)(C)C)C1=C(C=CC(=C1)Cl)C ((R)-tert-butyl 3-((R)-(2-azidoethoxy)(5-chloro-2-methylphenyl)methyl)piperidine-1-carboxylate). Yield: 93.5%. As a reaction SMILES: [Cl:1][C:2]1[CH:3]=[CH:4][C:5]([CH3:30])=[C:6]([C@H:8]([O:22][CH2:23][CH2:24]OS(C)(=O)=O)[C@@H:9]2[CH2:14][CH2:13][CH2:12][N:11]([C:15]([O:17][C:18]([CH3:21])([CH3:20])[CH3:19])=[O:16])[CH2:10]2)[CH:7]=1.[N-:31]=[N+:32]=[N-:33].[Na+]>CN(C=O)C.CCOC(C)=O>[N:31]([CH2:24][CH2:23][O:22][C@@H:8]([C:6]1[CH:7]=[C:2]([Cl:1])[CH:3]=[CH:4][C:5]=1[CH3:30])[C@@H:9]1[CH2:14][CH2:13][CH2:12][N:11]([C:15]([O:17][C:18]([CH3:21])([CH3:20])[CH3:19])=[O:16])[CH2:10]1)=[N+:32]=[N-:33] |f:1.2|. Procedure details: (R)-tert-butyl 3-((R)-(5-chloro-2-methylphenyl)(2-(methylsulfonyloxy)ethoxy)methyl)piperidine-1-carboxylate (8.4 g, 18.3 mmol) was dissolved in anhydrous DMF (150 mL), solid NaN3 (3.56 g, 54.8 mmol.) was added and the reaction mixture was heated to 60° C. for overnight. The reaction mixture was cooled to rt and diluted with EtOAc (500 mL), the organic phase was washed with water (5×50 mL) and brine (100 mL), dried over Na2SO4 and concentrated in vacuo to give (R)-tert-butyl 3-((R)-(2-azidoethoxy... Reactants: C1=CC=CC=2CC3=CC=CC=C3C(C12)C(O)C1=CC(=CC=C1)OC ((9,10-dihydro-anthracen-9-yl)-(3-methoxy-phenyl)-methanol), S(O)(O)(=O)=O (sulfuric acid), ice water. Run in CC(=O)O (HOAc). The product is COC=1C=C(C=C2C3=CC=CC=C3CC=3C=CC=CC23)C=CC1 (9-(3-Methoxy-benzylidene)-9,10-dihydro-anthracene). Yield: 123.7%. RXN SMILES: [CH:1]1[C:14]2[CH:13]([CH:15]([C:17]3[CH:22]=[CH:21][CH:20]=[C:19]([O:23][CH3:24])[CH:18]=3)O)[C:12]3[C:7](=[CH:8][CH:9]=[CH:10][CH:11]=3)[CH2:6][C:5]=2[CH:4]=[CH:3][CH:2]=1.S(=O)(=O)(O)O>CC(O)=O>[CH3:24][O:23][C:19]1[CH:18]=[C:17]([CH:22]=[CH:21][CH:20]=1)[CH:15]=[C:13]1[C:12]2[CH:11]=[CH:10][CH:9]=[CH:8][C:7]=2[CH2:6][C:5]2[C:14]1=[CH:1][CH:2]=[CH:3][CH:4]=2. Procedure details: Add 4. 1 g (13 mmol) of (9,10-dihydro-anthracen-9-yl)-(3-methoxy-phenyl)-methanol to HOAc (75 mL) containing sulfuric acid (2 mL). Reflux for 2 h and pour into 1.2L ice water. Extract the product into EtOAc and wash with dilute NaOH. Dry (MgSO4) the organic solution, and concentrate to give 4.8 g dark oil. Purify on the ISCO using EtOAc/hexane to give 1.12 g (29%) title compound as a colorless oil. HPLC shows >95% purity. 1H NMR (CDCl3) δ3.87 (s, 2H), 3.92 (s, 3H), 6.89-7.47 (m, 13H); MS (CI) 29... Reactants: solution, C(CCC)OC(C(C)=C)OCCCC (methacrolein di-n-butylacetal), O=[O+][O-] (ozone), C(C)O (ethanol). Yields the product C(CCC)OC(C=O)(C)OCCCC (Methylglyoxal di-n-butylacetal). As a reaction SMILES: [CH2:1]([O:5][CH:6]([O:10][CH2:11][CH2:12][CH2:13][CH3:14])[C:7](=C)C)[CH2:2][CH2:3][CH3:4].O=[O+][O-].[CH2:18]([OH:20])C>>[CH2:11]([O:10][C:6]([O:5][CH2:1][CH2:2][CH2:3][CH3:4])([CH3:7])[CH:18]=[O:20])[CH2:12][CH2:13][CH3:14]. Procedure: 1 liter of a solution of 300 g (1.5 moles) of methacrolein di-n-butylacetal in ethanol is reacted with ozone analogously to the procedure indicated in Example 1, and is then hydrogenated. The absorption of H2 is 28.5 standard liters (84.8% of theory). Reactants: C(C1=CC=CC=C1)[C@@H]([C@H](C[C@@H](C)C(NCCC(C)(C)C)=O)O)NC(C1=CC(=CC(=C1)C1=CC=CC=C1)N1C(CCC1)=O)=O (N-[(1S,2S,4R)-1-Benzyl-4-(3,3-dimethylbutylcarbamoyl)-2-hydroxypentyl]-3-(2-oxopyrrolidin-1-yl)-5-phenylbenzamide), C(C)(C)OC=1C=C(C(=O)O)C=C(C1)N1C(CCC1)=O (3-Isopropoxy-5-(2-oxopyrrolidin-1-yl)benzoic acid), C12C(CC(CC1)C2)NC([C@@H](C[C@@H]([C@H](CC2=CC=CC=C2)N)O)C)=O ((2R,4S,5S)-5-Amino-4-hydroxy-2-methyl-6-phenylhexanoic acid (bicyclo[2.2.1]hept-2-yl)amide). Yields the product C(C1=CC=CC=C1)[C@@H]([C@H](C[C@@H](C)C(NC1C2CCC(C1)C2)=O)O)NC(C2=CC(=CC(=C2)N2C(CCC2)=O)OC(C)C)=O (N-[(1S,2S,4R)-1-Benzyl-4-(bicyclo[2.2.1]hept-2-ylcarbamoyl)-2-hydroxypentyl]-3-isopropoxy-5-(2-oxopyrrolidin-1-yl)benzamide). Reaction SMILES: C([C@H](NC(=O)C1C=C(C2C=CC=CC=2)C=C(N2CCCC2=O)C=1)[C@@H](O)C[C@H](C(=O)NCCC(C)(C)C)C)C1C=CC=CC=1.[CH:44]([O:47][C:48]1[CH:49]=[C:50]([CH:54]=[C:55]([N:57]2[CH2:61][CH2:60][CH2:59][C:58]2=[O:62])[CH:56]=1)[C:51]([OH:53])=O)([CH3:46])[CH3:45].[CH:63]12[CH2:69][CH:66]([CH2:67][CH2:68]1)[CH2:65][CH:64]2[NH:70][C:71](=[O:86])[C@H:72]([CH3:85])[CH2:73][C@H:74]([OH:84])[C@@H:75]([NH2:83])[CH2:76][C:77]1[CH:82]=[CH:81][CH:80]=[CH:79][CH:78]=1>>[CH2:76]([C@H:75]([NH:83][C:51](=[O:53])[C:50]1[CH:54]=[C:55]([N:57]2[CH2:61][CH2:60][CH2:59][C:58]2=[O:62])[CH:56]=[C:48]([O:47][CH:44]([CH3:45])[CH3:46])[CH:49]=1)[C@@H:74]([OH:84])[CH2:73][C@H:72]([C:71](=[O:86])[NH:70][CH:64]1[CH2:65][CH:66]2[CH2:69][CH:63]1[CH2:68][CH2:67]2)[CH3:85])[C:77]1[CH:78]=[CH:79][CH:80]=[CH:81][CH:82]=1. Reported procedure: Prepared in an analogous manner to E6 from 3-isopropoxy-5-(2-oxopyrrolidin-1-yl)benzoic acid (D16) and (2R,4S,5S)-5-amino-4-hydroxy-2-methyl-6-phenylhexanoic acid (bicyclo[2.2.1]hept-2-yl)amide (D29).